This data is from the Open Reaction Database (ORD), a public repository of structured organic reaction records. The task is: describe an organic reaction: reactants, conditions, products, and yield The reactants are BrC=1C(=C(C(=NC1C)C)[C@@H](C(=O)OCC)OC(C)(C)C)N1CCC(CC1)(C)C ((S)-ethyl 2-(5-bromo-4-(4,4-dimethylpiperidin-1-yl)-2,6-dimethylpyridin-3-yl)-2-(tert-butoxy)acetate), C(C1=CC=CC=C1)OC1=CC=C(C=C1)B(O)O ((4-(benzyloxy)phenyl)boronic acid), C(=O)([O-])[O-].[Na+].[Na+] (Na2CO3). Reagents/catalysts: C=1C=CC(=CC1)[P](C=2C=CC=CC2)(C=3C=CC=CC3)[Pd]([P](C=4C=CC=CC4)(C=5C=CC=CC5)C=6C=CC=CC6)([P](C=7C=CC=CC7)(C=8C=CC=CC8)C=9C=CC=CC9)[P](C=1C=CC=CC1)(C=1C=CC=CC1)C=1C=CC=CC1 (Pd(Ph3P)4). Run in CN(C)C=O (DMF). Reaction conditions: time 2 hour. Product: C(C1=CC=CC=C1)OC1=CC=C(C=C1)C=1C(=C(C(=NC1C)C)[C@@H](C(=O)OCC)OC(C)(C)C)N1CCC(CC1)(C)C ((S)-ethyl 2-(5-(4-(benzyloxy)phenyl)-4-(4,4-dimethylpiperidin-1-yl)-2,6-dimethylpyridin-3-yl)-2-(tert-butoxy)acetate). The yield is 68.9%. Reaction SMILES: Br[C:2]1[C:3]([N:21]2[CH2:26][CH2:25][C:24]([CH3:28])([CH3:27])[CH2:23][CH2:22]2)=[C:4]([C@H:10]([O:16][C:17]([CH3:20])([CH3:19])[CH3:18])[C:11]([O:13][CH2:14][CH3:15])=[O:12])[C:5]([CH3:9])=[N:6][C:7]=1[CH3:8].[CH2:29]([O:36][C:37]1[CH:42]=[CH:41][C:40](B(O)O)=[CH:39][CH:38]=1)[C:30]1[CH:35]=[CH:34][CH:33]=[CH:32][CH:31]=1.C([O-])([O-])=O.[Na+].[Na+]>CN(C=O)C.C1C=CC([P]([Pd]([P](C2C=CC=CC=2)(C2C=CC=CC=2)C2C=CC=CC=2)([P](C2C=CC=CC=2)(C2C=CC=CC=2)C2C=CC=CC=2)[P](C2C=CC=CC=2)(C2C=CC=CC=2)C2C=CC=CC=2)(C2C=CC=CC=2)C2C=CC=CC=2)=CC=1>[CH2:29]([O:36][C:37]1[CH:42]=[CH:41][C:40]([C:2]2[C:3]([N:21]3[CH2:26][CH2:25][C:24]([CH3:28])([CH3:27])[CH2:23][CH2:22]3)=[C:4]([C@H:10]([O:16][C:17]([CH3:20])([CH3:19])[CH3:18])[C:11]([O:13][CH2:14][CH3:15])=[O:12])[C:5]([CH3:9])=[N:6][C:7]=2[CH3:8])=[CH:39][CH:38]=1)[C:30]1[CH:35]=[CH:34][CH:33]=[CH:32][CH:31]=1 |f:2.3.4,^1:60,62,81,100|. Procedure: A mixture of (S)-ethyl 2-(5-bromo-4-(4,4-dimethylpiperidin-1-yl)-2,6-dimethylpyridin-3-yl)-2-(tert-butoxy)acetate (0.514 g, 1.129 mmol), (4-(benzyloxy)phenyl)boronic acid (0.515 g, 2.257 mmol) and 2M Na2CO3 (1.693 ml, 3.39 mmol) in DMF (10 mL) was degassed for 10 min. Then, Pd(Ph3P)4 (0.065 g, 0.056 mmol) was added, degassed for 5 min and placed in a pre-heated oil bath at 110° C. After 2 h, cooled, diluted with ether (50 mL), washed with water (4×10 mL), brine (10 mL), dried (MgSO4), filtered, ...